This data is from the Open Reaction Database (ORD), a public repository of structured organic reaction records. The task is: describe an organic reaction: reactants, conditions, products, and yield The reactants are C1=CC=CC=2C3=CC=CC=C3C(C(C12)=O)=O (9,10-phenanthrenequinone), crystals, C1=CC=CC=2C3=CC=CC=C3C(C(C12)=O)=O (9,10-phenanthrenequinone), ClC=1C(=NC(=C(C1OCC(F)(F)F)Cl)OCC(F)(F)F)NN (3,5-dichloro-2-hydrazino-4,6-bis(2,2,2-trifluoroethoxy)pyridine). The solvent is C(C)(=O)O (acetic acid). Run at temperature 105 celsius. Yields the product ClC=1C(=NC(=C(C1OCC(F)(F)F)Cl)OCC(F)(F)F)N=NC1=C(C2=CC=CC=C2C=2C=CC=CC12)O (10-[3,5-dichloro-4,6-bis(2,2,2-trifluoroethoxy)-2-pyridylazo]-9-phenanthrol). Reaction SMILES: [CH:1]1[C:14]2[C:13](=O)[C:12](=[O:16])[C:11]3[C:6](=[CH:7][CH:8]=[CH:9][CH:10]=3)[C:5]=2[CH:4]=[CH:3][CH:2]=1.[Cl:17][C:18]1[C:19]([NH:37][NH2:38])=[N:20][C:21]([O:31][CH2:32][C:33]([F:36])([F:35])[F:34])=[C:22]([Cl:30])[C:23]=1[O:24][CH2:25][C:26]([F:29])([F:28])[F:27]>C(O)(=O)C>[Cl:17][C:18]1[C:19]([N:37]=[N:38][C:13]2[C:14]3[CH:1]=[CH:2][CH:3]=[CH:4][C:5]=3[C:6]3[C:11](=[CH:10][CH:9]=[CH:8][CH:7]=3)[C:12]=2[OH:16])=[N:20][C:21]([O:31][CH2:32][C:33]([F:36])([F:35])[F:34])=[C:22]([Cl:30])[C:23]=1[O:24][CH2:25][C:26]([F:27])([F:28])[F:29]. Procedure details: Next, a reaction flask was loaded with acetic acid (30 ml) and 9,10-phenanthrenequinone (1.25 g), and the temperature was raised to 105° C. with stirring to dissolve 9,10-phenanthrenequinone. To this mixture, 3,5-dichloro-2-hydrazino-4,6-bis(2,2,2-trifluoroethoxy)pyridine (2.5 g) was added in 15 minutes. After stirring at 100 to 105° C. for two hours, the heating was stopped and the reaction mixture was left to cool and filtrated. The filtrated crystals were stirred for 30 minutes in methanol (1... Reactants: CCC(C)C(Br)C(=O)O, Nc1ccc(Cl)cc1, [Na]. The product is CCC(C)C(Nc1ccc(Cl)cc1)C(=O)O. RXN SMILES: [Br:10][CH:11]([C:12](=[O:13])[OH:14])[CH:15]([CH2:16][CH3:17])[CH3:18].[NH2:1][c:2]1[cH:3][cH:4][c:5]([Cl:6])[cH:7][cH:8]1.[Na:9]>>[NH:1]([c:2]1[cH:3][cH:4][c:5]([Cl:6])[cH:7][cH:8]1)[CH:11]([C:12](=[O:13])[OH:14])[CH:15]([CH2:16][CH3:17])[CH3:18]. The reactants are C=1(C(=CC=CC1)C#N)C (o-tolunitrile), C1CCOC1 (THF), C(C)[Mg]Br (ethylmagnesium bromide), C1CCOC1 (THF). Run at temperature 0 celsius. The product is C1(=C(C=CC=C1)C(CC)=O)C (1-o-Tolyl-propan-1-one). RXN SMILES: [C:1]1([CH3:9])[C:2]([C:7]#N)=[CH:3][CH:4]=[CH:5][CH:6]=1.[CH2:10]([Mg]Br)[CH3:11].C1C[O:17]CC1>>[C:1]1([CH3:9])[CH:6]=[CH:5][CH:4]=[CH:3][C:2]=1[C:7](=[O:17])[CH2:10][CH3:11]. Procedure: To an oven dried 100 ml 3 neck flask equipped with septa, thermo probe and stirred bar was stirring a solution of o-tolunitrile (1 ml, 8.5 mmol) in 40 ml dry THF at 0° C. To this cold, well stirred solution was added a solution of ethylmagnesium bromide (17 ml, 17 mmol) in THF via syringe while keeping the temperature below 5° C. Removed ice bath and allowed the yellow solution to stir at ambient temperature for 24 h. The reaction was cooled to 0° C. and quenched with a solution of saturated NH4... Starting materials: CCc1cc2c(ccc(=O)n2Cc2ccc(-c3ccccc3-c3nnn(C(c4ccccc4)(c4ccccc4)c4ccccc4)n3)cc2)c(CC)n1, CO, Cl. The product is CCc1cc2c(ccc(=O)n2Cc2ccc(-c3ccccc3-c3nnn[nH]3)cc2)c(CC)n1, Cl. Reaction SMILES: [CH2:2]([CH3:3])[c:4]1[c:5]2[cH:6][cH:7][c:8](=[O:53])[n:9]([CH2:16][c:17]3[cH:18][cH:19][c:20](-[c:23]4[c:24](-[c:29]5[n:30][n:31][n:32]([C:34]([c:35]6[cH:36][cH:37][cH:38][cH:39][cH:40]6)([c:41]6[cH:42][cH:43][cH:44][cH:45][cH:46]6)[c:47]6[cH:48][cH:49][cH:50][cH:51][cH:52]6)[n:33]5)[cH:25][cH:26][cH:27][cH:28]4)[cH:21][cH:22]3)[c:10]2[cH:11][c:12]([CH2:14][CH3:15])[n:13]1.[CH3:54][OH:55].[ClH:1]>>[CH2:2]([CH3:3])[c:4]1[c:5]2[cH:6][cH:7][c:8](=[O:53])[n:9]([CH2:16][c:17]3[cH:18][cH:19][c:20](-[c:23]4[c:24](-[c:29]5[nH:30][n:31][n:32][n:33]5)[cH:25][cH:26][cH:27][cH:28]4)[cH:21][cH:22]3)[c:10]2[cH:11][c:12]([CH2:14][CH3:15])[n:13]1.[ClH:1]. The reactants are O (water), FC1=NC(=CC=2CCC(C(C12)=O)CCCCCCCC)C1=CC=C(C=C1)O (1-fluoro-3-(4-hydroxyphenyl)-7-octyl-6,7-dihydro-5H-isoquinolin-8-one), C(CCCCCCC)Br (1-octyl bromide), [H-].[Na+] (sodium hydride). Run in CN(C)C=O (DMF). Conditions: time 30 minute. The product is FC1=NC(=CC=2CCC(C(C12)=O)CCCCCCCC)C1=CC=C(C=C1)OCCCCCCCC (1-fluoro-3-[4-(octyloxy)phenyl]-7-octyl-6,7-dihydro-5H-isoquinolin-8-one). The yield is 80.0%. Reaction SMILES: [F:1][C:2]1[C:11]2[C:10](=[O:12])[CH:9]([CH2:13][CH2:14][CH2:15][CH2:16][CH2:17][CH2:18][CH2:19][CH3:20])[CH2:8][CH2:7][C:6]=2[CH:5]=[C:4]([C:21]2[CH:26]=[CH:25][C:24]([OH:27])=[CH:23][CH:22]=2)[N:3]=1.[H-].[Na+].[CH2:30](Br)[CH2:31][CH2:32][CH2:33][CH2:34][CH2:35][CH2:36][CH3:37].O>CN(C=O)C>[F:1][C:2]1[C:11]2[C:10](=[O:12])[CH:9]([CH2:13][CH2:14][CH2:15][CH2:16][CH2:17][CH2:18][CH2:19][CH3:20])[CH2:8][CH2:7][C:6]=2[CH:5]=[C:4]([C:21]2[CH:26]=[CH:25][C:24]([O:27][CH2:30][CH2:31][CH2:32][CH2:33][CH2:34][CH2:35][CH2:36][CH3:37])=[CH:23][CH:22]=2)[N:3]=1 |f:1.2|. Reported procedure: 10 mmol of 1-fluoro-3-(4-hydroxyphenyl)-7-octyl-6,7-dihydro-5H-isoquinolin-8-one are dissolved in 50 ml of DMF, and 11 mmol of sodium hydride are added. After the mixture has been stirred for 30 minutes, 11 mmol of 1-octyl bromide are added dropwise, and the mixture is stirred at 60° C. for a further 140 minutes and poured into water. The mixture is extracted with dichloromethane, the combined organic phases are dried, the solvent is removed in vacuo and the residue is chromatographed on silica ...